From a dataset of the Open Reaction Database (ORD), a public repository of structured organic reaction records. describe an organic reaction: reactants, conditions, products, and yield The reactants are NC1=C(C(=O)O)C=CC=C1F (2-amino-3-fluorobenzoic acid), C(C)N=C=NCCCN(C)C (1-ethyl-3-(3-dimethylaminopropyl)carbodiimide), [Cl-].[NH4+] (ammonium chloride), CCN(C(C)C)C(C)C (DIEA). Run in CN(C)C=O (DMF). Run at time 6 hour. The product is NC1=C(C(=O)N)C=CC=C1F (2-amino-3-fluorobenzamide). The yield is 43.5%. Reaction SMILES: [NH2:1][C:2]1[C:10]([F:11])=[CH:9][CH:8]=[CH:7][C:3]=1[C:4](O)=[O:5].C([N:14]=C=NCCCN(C)C)C.[Cl-].[NH4+].CCN(C(C)C)C(C)C>CN(C=O)C>[NH2:1][C:2]1[C:10]([F:11])=[CH:9][CH:8]=[CH:7][C:3]=1[C:4]([NH2:14])=[O:5] |f:2.3|. Procedure: To 2-amino-3-fluorobenzoic acid (1.55 g, 10 mmol) in DMF (5 mL) at rt were added hydroxybenzatriazole (2.0 g, 13 mmol), 1-ethyl-3-(3-dimethylaminopropyl)carbodiimide (2.3 g, 12 mmol), ammonium chloride (2.3 g, 42 mmol), and DIEA (7.5 ml, 42 mmol). The mixture was purged with nitrogen and stirred for 6 h. The mixture was then poured into water and extracted with EtOAc (3×50 mL). The combined extracts were washed with brine (2×20 mL), dried over MgSO4, filtered, and concentrated under reduced pres... The reactants are C1CCOC1, Clc1cccc(Cl)n1, [H-], CC(N)CO, [Na+]. Product: CC(N)COc1cccc(Cl)n1. RXN SMILES: [CH2:16]1[O:17][CH2:18][CH2:19][CH2:20]1.[Cl:8][c:9]1[n:10][c:11]([Cl:15])[cH:12][cH:13][cH:14]1.[H-:1].[NH2:3][CH:4]([CH2:5][OH:6])[CH3:7].[Na+:2]>>[NH2:3][CH:4]([CH2:5][O:6][c:11]1[n:10][c:9]([Cl:8])[cH:14][cH:13][cH:12]1)[CH3:7].